This data is from the Open Reaction Database (ORD), a public repository of structured organic reaction records. The task is: describe an organic reaction: reactants, conditions, products, and yield Reactants: CCOC(=O)c1c(C)nc2cccc(OCC(N)C(C)C)c2c1N, O=C(O)c1ccccc1O. Product: CCOC(=O)c1c(C)nc2cccc(OCC(NC(=O)c3ccccc3O)C(C)C)c2c1N. Reaction SMILES: [NH2:1][c:2]1[c:3]([C:20](=[O:21])[O:22][CH2:23][CH3:24])[c:4]([CH3:19])[n:5][c:6]2[cH:7][cH:8][cH:9][c:10]([O:12][CH2:13][CH:14]([CH:15]([CH3:16])[CH3:17])[NH2:18])[c:11]12.[OH:25][C:26](=[O:27])[c:28]1[cH:29][cH:30][cH:31][cH:32][c:33]1[OH:34]>>[NH2:1][c:2]1[c:3]([C:20](=[O:21])[O:22][CH2:23][CH3:24])[c:4]([CH3:19])[n:5][c:6]2[cH:7][cH:8][cH:9][c:10]([O:12][CH2:13][CH:14]([CH:15]([CH3:16])[CH3:17])[NH:18][C:26](=[O:25])[c:28]3[cH:29][cH:30][cH:31][cH:32][c:33]3[OH:34])[c:11]12. The reactants are C[N+](C)(C)Cc1ccccc1, Cc1csc2[nH]c(=O)c(=O)[nH]c12, CC(=O)O, [Cl-], [Cl-], O=I(=O)Cl, O=I(=O)Cl, O, [Zn+2]. The product is Cc1c(I)sc2[nH]c(=O)c(=O)[nH]c12. As a reaction SMILES: [CH2:22]([N+:23]([CH3:24])([CH3:25])[CH3:26])[c:27]1[cH:28][cH:29][cH:30][cH:31][cH:32]1.[CH3:2][c:3]1[cH:4][s:5][c:6]2[nH:7][c:8](=[O:13])[c:9](=[O:12])[nH:10][c:11]12.[CH3:33][C:34](=[O:35])[OH:36].[Cl-:37].[Cl-:39].[I:14]([Cl:15])(=[O:16])=[O:17].[I:18]([Cl:19])(=[O:20])=[O:21].[OH2:1].[Zn+2:38]>>[CH3:2][c:3]1[c:4]([I:14])[s:5][c:6]2[nH:7][c:8](=[O:13])[c:9](=[O:12])[nH:10][c:11]12. The reactants are VII, H2C(OCH3)2, C(C)(C)(C)C=1C=C(C=C(C1O[Si](C)(C)C)C(C)(C)C)Br (3,5-di-t-butyl-4-trimethylsilyloxy-bromobenzene), C=O (HCHO). Product: C(C)(C)(C)C=1C=C(C=O)C=C(C1O[Si](C)(C)C)C(C)(C)C (3,5-di-t-butyl-4-trimethylsilyloxy-benzaldehyde). The yield is 45.0%. As a reaction SMILES: [C:1]([C:5]1[CH:6]=[C:7](Br)[CH:8]=[C:9]([C:16]([CH3:19])([CH3:18])[CH3:17])[C:10]=1[O:11][Si:12]([CH3:15])([CH3:14])[CH3:13])([CH3:4])([CH3:3])[CH3:2].[CH2:21]=[O:22]>>[C:1]([C:5]1[CH:6]=[C:7]([CH:8]=[C:9]([C:16]([CH3:19])([CH3:18])[CH3:17])[C:10]=1[O:11][Si:12]([CH3:15])([CH3:14])[CH3:13])[CH:21]=[O:22])([CH3:4])([CH3:3])[CH3:2]. Reported procedure: By proceeding as indicated in the procedure of Preparation VII above, starting with 10 mmol of 3,5-di-t-butyl-4-trimethylsilyloxy-bromobenzene and 15 mmol of HCHO (in the protected form of H2C(OCH3)2), one obtains (yield: 45%) 3,5-di-t-butyl-4-trimethylsilyloxy-benzaldehyde, followed by the expected product, 3,5-di-t-butyl-4-hydroxybenzaldehyde. Reactants: CN(C=O)C (dimethylformamide), C1(=CC=CC=C1)COC(=O)NCC(=O)O (N-(phenylmethoxycarbonyl)glycine), COC=1C=C(N)C=CC1OC (3,4-dimethoxyaniline). The solvent is ClCCl (dichloromethane). Product: COC=1C=C(C=CC1OC)NC(CNC(OCC1=CC=CC=C1)=O)=O ([2-[(3,4-Dimethoxyphenyl)amino]-2-oxoethyl]carbamic acid, phenylmethyl ester). RXN SMILES: [C:1]1([CH2:7][O:8][C:9]([NH:11][CH2:12][C:13]([OH:15])=O)=[O:10])[CH:6]=[CH:5][CH:4]=[CH:3][CH:2]=1.CN(C)C=O.[CH3:21][O:22][C:23]1[CH:24]=[C:25]([CH:27]=[CH:28][C:29]=1[O:30][CH3:31])[NH2:26]>ClCCl>[CH3:21][O:22][C:23]1[CH:24]=[C:25]([NH:26][C:13](=[O:15])[CH2:12][NH:11][C:9](=[O:10])[O:8][CH2:7][C:1]2[CH:2]=[CH:3][CH:4]=[CH:5][CH:6]=2)[CH:27]=[CH:28][C:29]=1[O:30][CH3:31]. Reported procedure: To a suspension of 25.9 g (124 mmol) of N-(phenylmethoxycarbonyl)glycine in 370 ml of dichloromethane, were added at 0° C., 0.74 ml of dimethylformamide and 18.8 g (148 mmol) of oxyalylchloride. The mixture was allowed to warm to room temperature and was then added dropwise to a mixture of 19.0 g (124 mmol) of 3,4-dimethoxyaniline (sublimed) and washed with 10% hydrochloric acid solution and twice with water, and dried over sodium sulfate. After the evaporation of the solvent, the residue was tr... Reactants: C(C)(C)(C)OC(=O)N1C(=NC2=C1C=CC=C2)C2=C(C=CC(=C2)Br)F (2-(5-Bromo-2-fluoro-phenyl)-benzoimidazole-1-carboxylic acid tert-butyl ester), C(C)(C)(C)OC(=O)N1CCNCC1 (piperazine-1-carboxylic acid tert-butyl ester), C([O-])([O-])=O.[Cs+].[Cs+] (cesium carbonate), C=1C=CC(=CC1)P(C=2C=CC=CC2)C3=CC=C4C=CC=CC4=C3C5=C6C=CC=CC6=CC=C5P(C=7C=CC=CC7)C=8C=CC=CC8 (BINAP), C=1C=CC(=CC1)P(C=2C=CC=CC2)C3=CC=C4C=CC=CC4=C3C5=C6C=CC=CC6=CC=C5P(C=7C=CC=CC7)C=8C=CC=CC8 (BINAP). The reagents and catalysts are C(C)(=O)[O-].[Pd+2].C(C)(=O)[O-] (palladium acetate), C(C)(=O)[O-].[Pd+2].C(C)(=O)[O-] (Palladium acetate). Run in C1(=CC=CC=C1)C (toluene), C1(=CC=CC=C1)C (toluene). Run at temperature 85 celsius. Product: C(C)(C)(C)OC(=O)N1C(=NC2=C1C=CC=C2)C2=C(C=CC(=C2)N2CCN(CC2)C(=O)OC(C)(C)C)F (2-[5-(4-tert-butoxycarbonyl-piperazin-1-yl)-2-fluoro-phenyl]-benzoimidazole-1-carboxylic acid tert-butyl ester). Yield: 76.8%. RXN SMILES: [C:1]([O:5][C:6]([N:8]1[C:12]2[CH:13]=[CH:14][CH:15]=[CH:16][C:11]=2[N:10]=[C:9]1[C:17]1[CH:22]=[C:21](Br)[CH:20]=[CH:19][C:18]=1[F:24])=[O:7])([CH3:4])([CH3:3])[CH3:2].[C:25]([O:29][C:30]([N:32]1[CH2:37][CH2:36][NH:35][CH2:34][CH2:33]1)=[O:31])([CH3:28])([CH3:27])[CH3:26].C(=O)([O-])[O-].[Cs+].[Cs+].C1C=CC(P(C2C(C3C(P(C4C=CC=CC=4)C4C=CC=CC=4)=CC=C4C=3C=CC=C4)=C3C(C=CC=C3)=CC=2)C2C=CC=CC=2)=CC=1>C([O-])(=O)C.[Pd+2].C([O-])(=O)C.C1(C)C=CC=CC=1>[C:1]([O:5][C:6]([N:8]1[C:12]2[CH:13]=[CH:14][CH:15]=[CH:16][C:11]=2[N:10]=[C:9]1[C:17]1[CH:22]=[C:21]([N:35]2[CH2:34][CH2:33][N:32]([C:30]([O:29][C:25]([CH3:28])([CH3:27])[CH3:26])=[O:31])[CH2:37][CH2:36]2)[CH:20]=[CH:19][C:18]=1[F:24])=[O:7])([CH3:4])([CH3:3])[CH3:2] |f:2.3.4,6.7.8|. Reported procedure: 2-(5-Bromo-2-fluoro-phenyl)-benzoimidazole-1-carboxylic acid tert-butyl ester (2.52 g, 6.5 mmol), piperazine-1-carboxylic acid tert-butyl ester (1.56 g, 8.40 mmol) and cesium carbonate (10.50 g, 32.20 mmol) were placed into a dry 500 mL round bottom flask under nitrogen and dry toluene (140 mL) was added. At the same time palladium acetate (0.29 g, 1.30 mmol) and BINAP (1.20 g, 1.93 mmol) were placed into a dry 250 mL round bottom flask under nitrogen and dry toluene (140 mL) was added. After 10... The reactants are C1N2CN3CN1CN(C2)C3, O=C(O)C(F)(F)F, Oc1ccccc1. Product: O=Cc1ccccc1O. Reaction SMILES: [CH2:8]1[N:9]2[CH2:10][N:11]3[CH2:12][N:13]([CH2:14]2)[CH2:15][N:16]1[CH2:17]3.[OH:18][C:19]([C:20]([F:21])([F:22])[F:23])=[O:24].[OH:1][c:2]1[cH:3][cH:4][cH:5][cH:6][cH:7]1>>[OH:1][c:2]1[c:3]([CH:19]=[O:18])[cH:4][cH:5][cH:6][cH:7]1. Starting materials: COCOC1(CC(=C(C(=C1)OC)OC)OC)O (1-methoxymethyloxy-3,4,5-trimethoxyphenol), ice water, C(CCC)[Li] (n-butyllithium), CN(C)C=O (DMF). Solvent: CCOCC (ether). Reaction conditions: time 2 hour. The product is COCOC1=C(C=O)C(=C(C(=C1)OC)OC)OC (2-Methoxymethyloxy-4,5,6-trimethoxybenzaldehyde). RXN SMILES: [CH3:1][O:2][CH2:3][O:4][C:5]1(O)[CH:10]=[C:9]([O:11][CH3:12])[C:8]([O:13][CH3:14])=[C:7]([O:15][CH3:16])[CH2:6]1.C([Li])CCC.CN([CH:26]=[O:27])C>CCOCC>[CH3:1][O:2][CH2:3][O:4][C:5]1[CH:10]=[C:9]([O:11][CH3:12])[C:8]([O:13][CH3:14])=[C:7]([O:15][CH3:16])[C:6]=1[CH:26]=[O:27]. Reported procedure: 30.4 g of 1-methoxymethyloxy-3,4,5-trimethoxyphenol prepared in Referential Example 10 was dissolved in 250 ml of anhydrous ether, and 100 ml of n-butyllithium (1.6 M n-hexane solution) was dropwise added thereto at -20° C. After the completion of the dropwise addition, the mixture was stirred at room temperature for 2 hr, and 14.6 ml of DMF was added thereto. 100 ml of ice water was added thereto, and the mixture was extracted with ethyl acetate. The organic phase was washed with water and drie...